The task is: describe an organic reaction: reactants, conditions, products, and yield. This data is from the Open Reaction Database (ORD), a public repository of structured organic reaction records. Starting materials: CC(=O)O, [Zn], O=C1NC(=O)C(=Cc2ccc(SCCc3ccccc3)cc2)S1. Yields the product O=C1NC(=O)C(Cc2ccc(SCCc3ccccc3)cc2)S1. Reaction SMILES: [CH3:24][C:25](=[O:26])[OH:27].[Zn:28].[c:1]1([CH2:7][CH2:8][S:9][c:10]2[cH:11][cH:12][c:13]([CH:16]=[C:17]3[C:18](=[O:23])[NH:19][C:20](=[O:22])[S:21]3)[cH:14][cH:15]2)[cH:2][cH:3][cH:4][cH:5][cH:6]1>>[c:1]1([CH2:7][CH2:8][S:9][c:10]2[cH:11][cH:12][c:13]([CH2:16][CH:17]3[C:18](=[O:23])[NH:19][C:20](=[O:22])[S:21]3)[cH:14][cH:15]2)[cH:2][cH:3][cH:4][cH:5][cH:6]1. Reactants: [H-].[Al+3].[Li+].[H-].[H-].[H-] (Lithium aluminum hydride), C(C1=CC=CC=C1)(=O)N1CCC(CC1)CCOC\C=C\C1=CC=CC=C1 ((E)-1-benzoyl-4-[(3-phenyl-2-propenyloxy)ethyl]piperidine). Solvent: C1CCOC1 (THF). Conditions: time 3 hour. Product: C1(=CC=CC=C1)/C=C/COCCC1CCNCC1 ((E)-4-[(3-phenyl-2-propenyloxy)ethyl]piperidine). The yield is 34.9%. As a reaction SMILES: [H-].[Al+3].[Li+].[H-].[H-].[H-].C([N:15]1[CH2:20][CH2:19][CH:18]([CH2:21][CH2:22][O:23][CH2:24]/[CH:25]=[CH:26]/[C:27]2[CH:32]=[CH:31][CH:30]=[CH:29][CH:28]=2)[CH2:17][CH2:16]1)(=O)C1C=CC=CC=1>C1COCC1>[C:27]1(/[CH:26]=[CH:25]/[CH2:24][O:23][CH2:22][CH2:21][CH:18]2[CH2:19][CH2:20][NH:15][CH2:16][CH2:17]2)[CH:28]=[CH:29][CH:30]=[CH:31][CH:32]=1 |f:0.1.2.3.4.5|. Procedure details: Lithium aluminum hydride (1.0 M in tetrahydrofuran, 2.1 mL, 2.1 mmol) was added dropwise over 4 minutes to a -78° C. solution of the above amide (0.72 g, 2.1 mmol) in dry THF with stirring under nitrogen. After 3 hours, the reaction was allowed to slowly warm to room temperature. After 21 hours, Celite® was slurried into the reaction mixture, followed by careful quenching with water (20 mL). The mixture was filtered through a Celite® pad and rinsed with ethyl acetate (100 mL). After phase separa... Starting materials: O (Water), CI (Methyl iodide), BrC=1C=C(C=CC1O)CC(=O)OC (methyl 3-bromo-4-hydroxyphenylethanoate), C([O-])([O-])=O.[K+].[K+] (potassium carbonate). Solvent: CN(C=O)C (dimethylformamide). Reaction conditions: time 16 hour. The product is BrC=1C=C(C=CC1OC)CC(=O)OC (Methyl 3-Bromo-4-Methoxyphenylethanoate). Yield: 98.4%. Reaction SMILES: CI.[Br:3][C:4]1[CH:5]=[C:6]([CH2:11][C:12]([O:14][CH3:15])=[O:13])[CH:7]=[CH:8][C:9]=1[OH:10].[C:16](=O)([O-])[O-].[K+].[K+].O>CN(C)C=O>[Br:3][C:4]1[CH:5]=[C:6]([CH2:11][C:12]([O:14][CH3:15])=[O:13])[CH:7]=[CH:8][C:9]=1[O:10][CH3:16] |f:2.3.4|. Reported procedure: Methyl iodide (2.05 mL, 4.68 g, 33 mmol) was added to a mixture of methyl 3-bromo-4-hydroxyphenylethanoate (Description 73, 7.35 g, 30 mmol) and potassium carbonate (8.29 g, 60 mmol) in dimethylformamide (30 mL) and the mixture was stirred at room temperature for 16 h. Water (100 mL) was added and the mixture was extracted with ethyl acetate (3×100 mL). The combined organic fractions were washed with aqueous sodium hydroxide (1M, 2×100 mL), water (2×100 mL) and brine (100 mL), dried (MgSO4) and ... Starting materials: C(O)CN (Ethanolamine), C(C)OC(C(=O)C1=CC2=C(OCO2)C=C1)=O (benzo[1,3]dioxol-5-yl-oxo-acetic acid ethyl ester). The solvent is C(C)O (ethanol). Conditions: time 1 hour. Product: O1COC2=C1C=CC(=C2)C(C(=O)NCCO)=O (2-(benzo[d][1.3]dioxol-5-yl)-N-(2-hydroxyethyl)-2-oxoacetamide). Isolated yield 34.5%. Reaction SMILES: [CH2:1]([CH2:3][NH2:4])[OH:2].C([O:7][C:8](=O)[C:9]([C:11]1[CH:19]=[CH:18][C:14]2[O:15][CH2:16][O:17][C:13]=2[CH:12]=1)=[O:10])C>C(O)C>[O:15]1[C:14]2[CH:18]=[CH:19][C:11]([C:9](=[O:10])[C:8]([NH:4][CH2:3][CH2:1][OH:2])=[O:7])=[CH:12][C:13]=2[O:17][CH2:16]1. Procedure details: Ethanolamine (3.5 g, 49 mmol) was added to a stirred solution of benzo[1,3]dioxol-5-yl-oxo-acetic acid ethyl ester (2.5 g, 11 mmol)) in ethanol (40 ml)) at room temperature. The resulting reaction mixture was heated to reflux for 2 hours. Then ethanol was distilled off and stirring was continued at 120° C. for 1 hour. The reaction mixture was cooled to room temperature and then 50 ml of THF and 100 ml of aqueous HCl solution were added and stirred for 30 minutes. The mixture was extracted twice ... Reactants: COC(=O)C=1SC(=C(C1)S(=O)(=O)C=1C=NC(=C(C1)Br)Cl)SC (4-(5-bromo-6-chloro-pyridine-3-sulfonyl)-5-methylsulfanyl-thiophene-2-carboxylic acid methyl ester), C1CCOC1 (THF), NCC=1C=NC(=CC1)C(F)(F)F (3-aminomethyl-6-trifluoromethyl pyridine), C(C)(C)N(CC)C(C)C (diisopropylethylamine). Solvent: CCOC(=O)C (EtOAc), CN(C)C=O (DMF). The product is COC(=O)C=1SC(=C(C1)S(=O)(=O)C=1C=NC(=C(C1)Br)NCC=1C=NC(=CC1)C(F)(F)F)SC (4-{5-Bromo-6-[(6-trifluoromethyl-pyridin-3-ylmethyl)-amino]-pyridine-3-sulfonyl}-5-methylsulfanyl-thiophene-2-carboxylic acid methyl ester). RXN SMILES: [CH3:1][O:2][C:3]([C:5]1[S:6][C:7]([S:21][CH3:22])=[C:8]([S:10]([C:13]2[CH:14]=[N:15][C:16](Cl)=[C:17]([Br:19])[CH:18]=2)(=[O:12])=[O:11])[CH:9]=1)=[O:4].[NH2:23][CH2:24][C:25]1[CH:26]=[N:27][C:28]([C:31]([F:34])([F:33])[F:32])=[CH:29][CH:30]=1.C(N(C(C)C)CC)(C)C.C1COCC1>CCOC(C)=O.CN(C=O)C>[CH3:1][O:2][C:3]([C:5]1[S:6][C:7]([S:21][CH3:22])=[C:8]([S:10]([C:13]2[CH:14]=[N:15][C:16]([NH:23][CH2:24][C:25]3[CH:26]=[N:27][C:28]([C:31]([F:34])([F:32])[F:33])=[CH:29][CH:30]=3)=[C:17]([Br:19])[CH:18]=2)(=[O:12])=[O:11])[CH:9]=1)=[O:4]. Procedure details: The reaction was conducted following the procedure for Example 156: step a, using 4-(5-bromo-6-chloro-pyridine-3-sulfonyl)-5-methylsulfanyl-thiophene-2-carboxylic acid methyl ester (0.050 g, 0.113 mmol), (Example 2: step c), 3-aminomethyl-6-trifluoromethyl pyridine (0.026 g, 0.146 mmol), diisopropylethylamine (0.073 g, 0.565 mmol), THF [0.5 mL], DMF [0.5 mL]. Chromatography of the residue (25%–50% EtOAc/Hx) yielded the title compound. ESI-MS (m/z): Calcd. For C19H15BrN3O4S3: 583.44 (M+H); found ...